Dataset: the Open Reaction Database (ORD), a public repository of structured organic reaction records. Task: describe an organic reaction: reactants, conditions, products, and yield The reactants are ice water, CC(C)([O-])C.[K+] (potassium-t-butoxide), C(CC)S (n-propanethiol), ClC1=C(C=CC=C1)C(=O)C=1SC=CC1 (1-(2-chlorophenyl)-1-(2-thienyl)methanone). Solvent: CN(C=O)C (dimethylformamide), CN(C=O)C (dimethylformamide). Conditions: time 5 minute. Product: C(CC)SC1=C(C=CC=C1)C(=O)C=1SC=CC1 (1-(2-propylthiophenyl)-1-(2-thienyl)methanone). RXN SMILES: CC(C)([O-])C.[K+].[CH2:7]([SH:10])[CH2:8][CH3:9].Cl[C:12]1[CH:17]=[CH:16][CH:15]=[CH:14][C:13]=1[C:18]([C:20]1[S:21][CH:22]=[CH:23][CH:24]=1)=[O:19]>CN(C)C=O>[CH2:7]([S:10][C:12]1[CH:17]=[CH:16][CH:15]=[CH:14][C:13]=1[C:18]([C:20]1[S:21][CH:22]=[CH:23][CH:24]=1)=[O:19])[CH2:8][CH3:9] |f:0.1|. Reported procedure: To a cloudy solution of 400 mL of dry dimethylformamide containing 224 g or potassium-t-butoxide, cooled to 0° under a nitrogen atmosphere, was added 18 mL of n-propanethiol dropwise at such a rate to maintain the temperature below 5° C. The resulting mixure was stirred for 5 minutes and then a solution of 44 g of the product of Example 1 dissolved in 100 mL of dimethylformamide was added. The reaction mixture was stirred for 24 hours at room temperature, poured into 2 L of ice-water and extract... Reactants: ClC1=C(C=CC(=C1)Cl)C=1C(=NC=C(N1)Br)[N+](=O)[O-] (3-(2,4-dichlorophenyl)-5-bromo-2-nitropyrazine), NCCN(C1=NC=C(C=C1)[N+](=O)[O-])C ((2-aminoethyl)methyl(5-nitro(2-pyridyl))amine), C(C)(C)N(CC)C(C)C (diisopropylethyl amine), CN(C)C=O (DMF). Reaction conditions: temperature 80 celsius, time 12 hour. Product: ClC1=C(C=CC(=C1)Cl)C1=C(N=CC(=N1)N(CCNC1=CC=C(C=C1)[N+](=O)[O-])C)[N+](=O)[O-] ([6-(2,4-dichlorophenyl)-5-nitropyrazin-2-yl]methyl{2-[(4-nitrophenyl)amino]ethyl}amine). As a reaction SMILES: [Cl:1][C:2]1[CH:7]=[C:6]([Cl:8])[CH:5]=[CH:4][C:3]=1[C:9]1[C:10]([N+:16]([O-:18])=[O:17])=[N:11][CH:12]=[C:13](Br)[N:14]=1.NCCN(C)C1C=[CH:27][C:26]([N+:29]([O-:31])=[O:30])=[CH:25]N=1.C([N:36]([CH:39]([CH3:41])[CH3:40])[CH2:37][CH3:38])(C)C.[CH3:42][N:43](C=O)C>>[Cl:1][C:2]1[CH:7]=[C:6]([Cl:8])[CH:5]=[CH:4][C:3]=1[C:9]1[N:14]=[C:13]([N:43]([CH3:42])[CH2:38][CH2:37][NH:36][C:39]2[CH:40]=[CH:27][C:26]([N+:29]([O-:31])=[O:30])=[CH:25][CH:41]=2)[CH:12]=[N:11][C:10]=1[N+:16]([O-:18])=[O:17]. Procedure details: To a solution of 3-(2,4-dichlorophenyl)-5-bromo-2-nitropyrazine (20 mg, 0.057 mmol) in DMF (1 ml), (2-aminoethyl)methyl(5-nitro(2-pyridyl))amine (12.0 mg, 0.06 mmol) and diisopropylethyl amine (40 μl, 0.228 mmol) were added. The reaction mixture was stirred for 12 hours at 80° C. The crude mixture was concentrated in vacuo and subjected to column chromatography (5% methanol in methylene chloride) to afford the title compound as bright yellow solid. Reactants: CCOC(C)=O, CC(C)c1cccc(C(C)C)c1NC(=O)CN1C(=O)N(c2ccc(I)cc2)C2(CCCCC2)C1=O, I[Cu]I, N#C[K], C1CCOC1, c1ccc(P(c2ccccc2)(c2ccccc2)[Pd](P(c2ccccc2)(c2ccccc2)c2ccccc2)(P(c2ccccc2)(c2ccccc2)c2ccccc2)P(c2ccccc2)(c2ccccc2)c2ccccc2)cc1. Yields the product CC(C)c1cccc(C(C)C)c1NC(=O)CN1C(=O)N(c2ccc(C#N)cc2)C2(CCCCC2)C1=O. RXN SMILES: [CH3:44][CH2:45][O:46][C:47](=[O:48])[CH3:49].[CH:4]([CH3:5])([CH3:6])[c:7]1[c:8]([NH:16][C:17]([CH2:18][N:19]2[C:20](=[O:37])[N:21]([c:30]3[cH:31][cH:32][c:33]([I:36])[cH:34][cH:35]3)[C:22]3([C:23]2=[O:24])[CH2:25][CH2:26][CH2:27][CH2:28][CH2:29]3)=[O:38])[c:9]([CH:13]([CH3:14])[CH3:15])[cH:10][cH:11][cH:12]1.[Cu:50]([I:51])[I:52].[K:1][C:2]#[N:3].[O:39]1[CH2:40][CH2:41][CH2:42][CH2:43]1.[cH:53]1[cH:54][cH:55][c:56]([P:57]([Pd:58]([P:59]([c:60]2[cH:61][cH:62][cH:63][cH:64][cH:65]2)([c:66]2[cH:67][cH:68][cH:69][cH:70][cH:71]2)[c:72]2[cH:73][cH:74][cH:75][cH:76][cH:77]2)([P:78]([c:79]2[cH:80][cH:81][cH:82][cH:83][cH:84]2)([c:85]2[cH:86][cH:87][cH:88][cH:89][cH:90]2)[c:91]2[cH:92][cH:93][cH:94][cH:95][cH:96]2)[P:97]([c:98]2[cH:99][cH:100][cH:101][cH:102][cH:103]2)([c:104]2[cH:105][cH:106][cH:107][cH:108][cH:109]2)[c:110]2[cH:111][cH:112][cH:113][cH:114][cH:115]2)([c:116]2[cH:117][cH:118][cH:119][cH:120][cH:121]2)[c:122]2[cH:123][cH:124][cH:125][cH:126][cH:127]2)[cH:128][cH:129]1>>[C:2](#[N:3])[c:33]1[cH:32][cH:31][c:30]([N:21]2[C:20](=[O:37])[N:19]([CH2:18][C:17]([NH:16][c:8]3[c:7]([CH:4]([CH3:5])[CH3:6])[cH:12][cH:11][cH:10][c:9]3[CH:13]([CH3:14])[CH3:15])=[O:38])[C:23](=[O:24])[C:22]23[CH2:25][CH2:26][CH2:27][CH2:28][CH2:29]3)[cH:35][cH:34]1. The reactants are O (water), C(C1=CC=CC=C1)OC1=C2C=3C(=C(N=CC3NC2=CC=C1)C(=O)O)COC (5-benzyloxy-4-methoxymethyl-β-carboline-3-carboxylic acid), C(C)O (ethanol), C([O-])([O-])=O.[Cs+].[Cs+] (cesium carbonate). Yields the product C(C)(C)OC(=O)C=1N=CC=2NC3=CC=CC(=C3C2C1COC)OCC1=CC=CC=C1 (5-benzyloxy-4-methoxymethyl-βcarboline-3-carboxylic acid isopropyl ester). RXN SMILES: [CH2:1]([O:8][C:9]1[CH:21]=[CH:20][CH:19]=[C:18]2[C:10]=1[C:11]1[C:12]([CH2:25][O:26][CH3:27])=[C:13]([C:22]([OH:24])=[O:23])[N:14]=[CH:15][C:16]=1[NH:17]2)[C:2]1[CH:7]=[CH:6][CH:5]=[CH:4][CH:3]=1.O.[C:29](=O)([O-])[O-].[Cs+].[Cs+].[CH2:35](O)[CH3:36]>>[CH:35]([O:23][C:22]([C:13]1[N:14]=[CH:15][C:16]2[NH:17][C:18]3[C:10]([C:11]=2[C:12]=1[CH2:25][O:26][CH3:27])=[C:9]([O:8][CH2:1][C:2]1[CH:7]=[CH:6][CH:5]=[CH:4][CH:3]=1)[CH:21]=[CH:20][CH:19]=3)=[O:24])([CH3:36])[CH3:29] |f:2.3.4|. Procedure: 740 mg (2 mmol) of 5-benzyloxy-4-methoxymethyl-β-carboline-3-carboxylic acid is stirred for 2 hours at 80° C. in 50 ml of ethanol and 20 ml of water with 977 mg of cesium carbonate. After concentration on a rotary evaporator and drying in a desiccator, the mixture is taken up in 50 ml of DMF, combined with 0.2 ml of 2-bromopropane, and heated for 8 hours to 60°-70° C. After concentration, the mixture is chromatographed over silica gel with hexane:acetone=1:1 as the eluent, thus obtaining 340 mg ... Reactants: B(Br)(Br)Br (Boron tribromide), solution, ClC1=C(C=CC(=O)O)C=CC(=C1Cl)SC1=C(C=CC=C1)OC (2.3-Dichloro-4-(2-methoxyphenythio)-cinnamic acid). The solvent is C(Cl)Cl (CH2Cl2), C(Cl)Cl (CH2Cl2). Conditions: time 2 hour. The product is OC1=C(C=CC=C1)SC1=C(C(=C(C=C1)\C=C\C(=O)O)Cl)Cl ((2-Hydroxyphenyl)[2,3-dichloro-4-(E-(carboxy)ethenyl)phenyl]sulfide). RXN SMILES: B(Br)(Br)Br.[Cl:5][C:6]1[C:16]([Cl:17])=[C:15]([S:18][C:19]2[CH:24]=[CH:23][CH:22]=[CH:21][C:20]=2[O:25]C)[CH:14]=[CH:13][C:7]=1[CH:8]=[CH:9][C:10]([OH:12])=[O:11]>C(Cl)Cl>[OH:25][C:20]1[CH:21]=[CH:22][CH:23]=[CH:24][C:19]=1[S:18][C:15]1[CH:14]=[CH:13][C:7](/[CH:8]=[CH:9]/[C:10]([OH:12])=[O:11])=[C:6]([Cl:5])[C:16]=1[Cl:17]. Procedure details: Boron tribromide (84 mL of a 1.0M solution in CH2Cl2) was added to a suspension of Example 310C in CH2Cl2 (85 mL) at 0° C. After addition was completed, the ice-water bath was removed, and the homogeneous dark solution was stirred for 2 hours before the mixture was poured into 1 N aqueous HCl (100 mL) and ice (100 g), and extracted with EtOAc (3×100 mL). ). The organic layers were combined, washed with brine (1×50 mL), dried (MgSO4), filtered, and concentrated to a white solid (11.3 g). 1H NMR (... Reactants: C(C)(C)[Mg]Cl (isopropyl magnesium chloride), C(C1=CC=CC=C1)N1N=C(C(=C1C=1C=CC2=C(CCCO2)C1)Br)C(F)(F)F (1-benzyl-4-bromo-5-(3,4-dihydro-2H-1-benzopyran-6-yl)-3-(trifluoromethyl)-1H-pyrazole), ClC(C(=O)OCC)=O (ethyl chlorooxoacetate). Solvent: O1CCCC1 (tetrahydrofuran), O1CCCC1 (tetrahydrofuran), O (water). Run at temperature -20 celsius, time 60 minute. The product is C(C1=CC=CC=C1)N1N=C(C(=C1C=1C=CC2=C(CCCO2)C1)C(C(=O)OCC)=O)C(F)(F)F (ethyl 2-[1-benzyl-5-(3,4-dihydro-2H-1-benzopyran-6-yl)-3-(trifluoromethyl)-1H-pyrazol-4-yl]-2-oxoacetate). The yield is 37.0%. RXN SMILES: C([Mg]Cl)(C)C.[CH2:6]([N:13]1[C:17]([C:18]2[CH:19]=[CH:20][C:21]3[O:26][CH2:25][CH2:24][CH2:23][C:22]=3[CH:27]=2)=[C:16](Br)[C:15]([C:29]([F:32])([F:31])[F:30])=[N:14]1)[C:7]1[CH:12]=[CH:11][CH:10]=[CH:9][CH:8]=1.Cl[C:34](=[O:40])[C:35]([O:37][CH2:38][CH3:39])=[O:36]>O1CCCC1.O>[CH2:6]([N:13]1[C:17]([C:18]2[CH:19]=[CH:20][C:21]3[O:26][CH2:25][CH2:24][CH2:23][C:22]=3[CH:27]=2)=[C:16]([C:34](=[O:40])[C:35]([O:37][CH2:38][CH3:39])=[O:36])[C:15]([C:29]([F:32])([F:31])[F:30])=[N:14]1)[C:7]1[CH:12]=[CH:11][CH:10]=[CH:9][CH:8]=1. Reported procedure: Under nitrogen, isopropyl magnesium chloride 2M in tetrahydrofuran (0.30 mL, 0.59 mmol) was added dropwise to a solution of 1-benzyl-4-bromo-5-(3,4-dihydro-2H-1-benzopyran-6-yl)-3-(trifluoromethyl)-1H-pyrazole (49d) (200 mg, 0.46 mmol) in anhydrous tetrahydrofuran (1.0 mL), previously cooled to −20° C. After 2 hour stirring at the same temperature, ethyl chlorooxoacetate (87 μL, 0.78 mmol) was dropwise added. The mixture was stirred at −20° C. for 60 minutes before being poured in water (2 mL). ... Starting materials: CC(C)(C)NS(=O)(=O)c1ccccc1-c1ccc(CN(Cc2ccccc2)C(=O)Cc2cccs2)c(Cl)c1, COc1ccccc1, O=C(O)C(F)(F)F. The product is NS(=O)(=O)c1ccccc1-c1ccc(CN(Cc2ccccc2)C(=O)Cc2cccs2)c(Cl)c1. RXN SMILES: [C:1]([CH3:2])([CH3:3])([CH3:4])[NH:5][S:6](=[O:7])(=[O:8])[c:9]1[c:10](-[c:15]2[cH:16][c:17]([Cl:38])[c:18]([CH2:21][N:22]([C:23]([CH2:24][c:25]3[s:26][cH:27][cH:28][cH:29]3)=[O:30])[CH2:31][c:32]3[cH:33][cH:34][cH:35][cH:36][cH:37]3)[cH:19][cH:20]2)[cH:11][cH:12][cH:13][cH:14]1.[CH3:39][O:40][c:41]1[cH:42][cH:43][cH:44][cH:45][cH:46]1.[OH:47][C:48]([C:49]([F:50])([F:51])[F:52])=[O:53]>>[NH2:5][S:6](=[O:7])(=[O:8])[c:9]1[c:10](-[c:15]2[cH:16][c:17]([Cl:38])[c:18]([CH2:21][N:22]([C:23]([CH2:24][c:25]3[s:26][cH:27][cH:28][cH:29]3)=[O:30])[CH2:31][c:32]3[cH:33][cH:34][cH:35][cH:36][cH:37]3)[cH:19][cH:20]2)[cH:11][cH:12][cH:13][cH:14]1. Starting materials: CC(O)=S, CN(C)C(OCC(C)(C)C)OCC(C)(C)C, COC(=O)CCn1cc(C=C2CN(C(c3ccccc3)(c3ccccc3)c3ccccc3)CCC2O)nn1, Cc1ccccc1, [Cl-], [Na+]. The product is COC(=O)CCn1cc(C=C2CN(C(c3ccccc3)(c3ccccc3)c3ccccc3)CCC2SC(C)=O)nn1. RXN SMILES: [C:39]([CH3:40])(=[S:41])[OH:42].[CH2:43]([O:44][CH:45]([O:46][CH2:47][C:48]([CH3:49])([CH3:50])[CH3:51])[N:52]([CH3:53])[CH3:54])[C:55]([CH3:56])([CH3:57])[CH3:58].[CH3:1][O:2][C:3](=[O:4])[CH2:5][CH2:6][n:7]1[n:8][n:9][c:10]([CH:12]=[C:13]2[CH2:14][N:15]([C:20]([c:21]3[cH:22][cH:23][cH:24][cH:25][cH:26]3)([c:27]3[cH:28][cH:29][cH:30][cH:31][cH:32]3)[c:33]3[cH:34][cH:35][cH:36][cH:37][cH:38]3)[CH2:16][CH2:17][CH:18]2[OH:19])[cH:11]1.[CH3:61][c:62]1[cH:63][cH:64][cH:65][cH:66][cH:67]1.[Cl-:60].[Na+:59]>>[CH3:1][O:2][C:3](=[O:4])[CH2:5][CH2:6][n:7]1[n:8][n:9][c:10]([CH:12]=[C:13]2[CH2:14][N:15]([C:20]([c:21]3[cH:22][cH:23][cH:24][cH:25][cH:26]3)([c:27]3[cH:28][cH:29][cH:30][cH:31][cH:32]3)[c:33]3[cH:34][cH:35][cH:36][cH:37][cH:38]3)[CH2:16][CH2:17][CH:18]2[S:41][C:39]([CH3:40])=[O:42])[cH:11]1. The reactants are O=C1CCN(C(=O)OCc2ccccc2)CC1, CC[SiH](CC)CC, ClCCl, C[Si](C)(C)OS(=O)(=O)C(F)(F)F, Fc1c(F)c(F)c2[nH]ccc2c1F. The product is O=C(OCc1ccccc1)N1CCC(c2c[nH]c3c(F)c(F)c(F)c(F)c23)CC1. RXN SMILES: [CH2:1]([c:2]1[cH:3][cH:4][cH:5][cH:6][cH:7]1)[O:8][C:9](=[O:10])[N:11]1[CH2:12][CH2:13][C:14](=[O:17])[CH2:15][CH2:16]1.[CH2:43]([SiH:44]([CH2:45][CH3:46])[CH2:47][CH3:48])[CH3:49].[CH2:50]([Cl:51])[Cl:52].[F:18][C:19]([F:20])([F:21])[S:22]([O:23][Si:24]([CH3:25])([CH3:26])[CH3:27])(=[O:28])=[O:29].[F:30][c:31]1[c:32]2[cH:33][cH:34][nH:35][c:36]2[c:37]([F:42])[c:38]([F:41])[c:39]1[F:40]>>[CH2:1]([c:2]1[cH:3][cH:4][cH:5][cH:6][cH:7]1)[O:8][C:9](=[O:10])[N:11]1[CH2:12][CH2:13][CH:14]([c:33]2[c:32]3[c:31]([F:30])[c:39]([F:40])[c:38]([F:41])[c:37]([F:42])[c:36]3[nH:35][cH:34]2)[CH2:15][CH2:16]1.